Task: describe an organic reaction: reactants, conditions, products, and yield. Dataset: the Open Reaction Database (ORD), a public repository of structured organic reaction records Starting materials: 3A, C[O-].[Na+] (sodium methoxide), [Na] (sodium), N12CCCC(C1)(C2)C(=O)OC (Methyl 1-azabicyclo[3.1.1]hept-5-ylcarboxylate), COCC(N)=NO (Methoxyacetamide oxime). Run in C(C)(=O)O (acetic acid), CO (methanol). The product is C(C(=O)O)(=O)O.COCC1=NOC(=N1)C12CCCN(C1)C2 (5-(3-Methoxymethyl-1,2,4-oxadiazol-5-yl)-1-azabicyclo-[3.1.1]heptane oxalate salt). Reaction SMILES: [CH3:1][O-:2].[Na+].[Na].[N:5]12[CH2:11][C:9]([C:12]([O:14]C)=[O:13])([CH2:10]1)[CH2:8][CH2:7][CH2:6]2.[CH3:16][O:17][CH2:18][C:19](=[N:21][OH:22])[NH2:20]>CO.C(O)(=O)C>[C:12]([OH:14])(=[O:13])[C:1]([OH:17])=[O:2].[CH3:16][O:17][CH2:18][C:19]1[N:20]=[C:12]([C:9]23[CH2:11][N:5]([CH2:10]2)[CH2:6][CH2:7][CH2:8]3)[O:22][N:21]=1 |f:0.1,7.8,^1:3|. Reported procedure: A stirred solution of sodium methoxide, prepared from 290 mg (0.012 mole) of sodium in methanol (20 ml), under nitrogen was treated with methyl 1-azabicyclo[3.1.1]hept-5-ylcarboxylate (D4, 300 mg, 0.0019 mole), methoxyacetamide oxime (D10, 1.0 g, 0.0097 mole) and powdered 3A molecular sieves (2.5 g). The mixture was heated under reflux for 3.5 h, then cooled in an ice bath and adjusted to pH 6 by the addition of glacial acetic acid. The mixture was concentrated in vacuo and the residue basified ...